Dataset: the Open Reaction Database (ORD), a public repository of structured organic reaction records. Task: describe an organic reaction: reactants, conditions, products, and yield Starting materials: CCN=C=NCCCN(C)C, COC(=O)c1c(-c2ccc(C(=O)O)cc2)c2cc(Cl)ccc2c(=O)n1Cc1ccc(S(C)(=O)=O)cc1, CC#N, Cl, NCCCN1CCOCC1, O, Oc1cccc2[nH]nnc12. Product: COC(=O)c1c(-c2ccc(C(=O)NCCCN3CCOCC3)cc2)c2cc(Cl)ccc2c(=O)n1Cc1ccc(S(C)(=O)=O)cc1. Reaction SMILES: [CH2:48]([N:49]=[C:50]=[N:51][CH2:52][CH2:53][CH2:54][N:55]([CH3:56])[CH3:57])[CH3:58].[CH3:1][O:2][C:3](=[O:4])[c:5]1[n:6]([CH2:26][c:27]2[cH:28][cH:29][c:30]([S:33](=[O:34])(=[O:35])[CH3:36])[cH:31][cH:32]2)[c:7](=[O:25])[c:8]2[cH:9][cH:10][c:11]([Cl:24])[cH:12][c:13]2[c:14]1-[c:15]1[cH:16][cH:17][c:18]([C:21](=[O:22])[OH:23])[cH:19][cH:20]1.[CH3:70][C:71]#[N:72].[ClH:47].[O:37]1[CH2:38][CH2:39][N:40]([CH2:43][CH2:44][CH2:45][NH2:46])[CH2:41][CH2:42]1.[OH2:59].[OH:60][c:61]1[c:62]2[n:63][n:64][nH:65][c:66]2[cH:67][cH:68][cH:69]1>>[CH3:1][O:2][C:3](=[O:4])[c:5]1[n:6]([CH2:26][c:27]2[cH:28][cH:29][c:30]([S:33](=[O:34])(=[O:35])[CH3:36])[cH:31][cH:32]2)[c:7](=[O:25])[c:8]2[cH:9][cH:10][c:11]([Cl:24])[cH:12][c:13]2[c:14]1-[c:15]1[cH:16][cH:17][c:18]([C:21](=[O:23])[NH:46][CH2:45][CH2:44][CH2:43][N:40]2[CH2:39][CH2:38][O:37][CH2:42][CH2:41]2)[cH:19][cH:20]1. Procedure: To a stirred solution of 1-t-butyl dimethylsilyloxy-3-trifluoroacetamido-2,3,6-trideoxy-L-lyxohexopyranose (81 mg, 0.18 mmol) in CH2Cl2 (2 ml) at 0° C. were added collidine (47 μl, 0.36 mmol), and bromoacetylbromide (24 μl, 0.27 mmol). After 1 hour, the reaction mixture was worked up with CH2Cl2 and water. The organic layer was washed with brine and dried over MgSO4. The solvent was evaporated to give the titled compound (76 mg, 74%). Reactants: [Si](C)(C)(C(C)(C)C)OC1(O)C[C@@H]([C@H](O)[C@@H](O1)C)NC(C(F)(F)F)=O (1-t-butyl dimethylsilyloxy-3-trifluoroacetamido-2,3,6-trideoxy-L-lyxohexopyranose), N1=C(C=C(C=C1C)C)C (collidine), BrCC(=O)Br (bromoacetylbromide), O (water). Solvent: C(Cl)Cl (CH2Cl2), C(Cl)Cl (CH2Cl2). Product: [Si](C)(C)(C(C)(C)C)OC1(O)C[C@@H]([C@H](OC(CBr)=O)[C@@H](O1)C)NC(C(F)(F)F)=O (1-t-Butyl dimethylsilyloxy-3-trifluoroacetamido-4-O-bromoacetyl-2,3,6-trideoxy-L-lyxohexopyranose). Run at time 1 hour. As a reaction SMILES: [Si:1]([O:8][C:9]1([O:16][C@@H:15]([CH3:17])[C@@H:13]([OH:14])[C@@H:12]([NH:18][C:19](=[O:24])[C:20]([F:23])([F:22])[F:21])[CH2:11]1)[OH:10])([C:4]([CH3:7])([CH3:6])[CH3:5])([CH3:3])[CH3:2].N1C(C)=CC(C)=CC=1C.[Br:34][CH2:35][C:36](Br)=[O:37].O>C(Cl)Cl>[Si:1]([O:8][C:9]1([O:16][C@@H:15]([CH3:17])[C@@H:13]([O:14][C:36](=[O:37])[CH2:35][Br:34])[C@@H:12]([NH:18][C:19](=[O:24])[C:20]([F:22])([F:21])[F:23])[CH2:11]1)[OH:10])([C:4]([CH3:7])([CH3:5])[CH3:6])([CH3:3])[CH3:2]. Yield: 85.4%. Reactants: COC=1C=C2/C(/C(NC2=CC1)=O)=C\C1=CC=C2C(=NNC2=C1)/C=C/C1=[N+](C=CC=C1)[O-] (2-((E)-2-(6-((E)-(5-methoxy-2-oxoindolin-3-ylidene)methyl)-1H-indazol-3-yl)vinyl)pyridine 1-oxide), COC=1C=C2\C(\C(NC2=CC1)=O)=C/C1=CC=C2C(=NNC2=C1)\C=C\C1=CC=NC=C1 ((E)-5-methoxy-3-((3-((E)-2-(pyridin-4-yl)vinyl)-1H-indazol-6-yl)methyl-ene)indolin-2-one). The product is COC=1C=C2/C(/C(NC2=CC1)=O)=C\C1=CC=C2C(=NNC2=C1)/C=C/C1=CC=[N+](C=C1)[O-] (4-((E)-2-(6-((E)-(5-methoxy-2-oxoindolin-3-ylidene)methyl)-1H-indazol-3-yl)vinyl)pyridine 1-oxide). RXN SMILES: C[O:2]C1C=C2C(=CC=1)NC(=O)/C/2=C/C1C=C2C(C(/C=C/C3C=CC=C[N+]=3[O-])=NN2)=CC=1.[CH3:32][O:33][C:34]1[CH:35]=[C:36]2[C:40](=[CH:41][CH:42]=1)[NH:39][C:38](=[O:43])/[C:37]/2=[CH:44]/[C:45]1[CH:53]=[C:52]2[C:48]([C:49](/[CH:54]=[CH:55]/[C:56]3[CH:61]=[CH:60][N:59]=[CH:58][CH:57]=3)=[N:50][NH:51]2)=[CH:47][CH:46]=1>>[CH3:32][O:33][C:34]1[CH:35]=[C:36]2[C:40](=[CH:41][CH:42]=1)[NH:39][C:38](=[O:43])/[C:37]/2=[CH:44]/[C:45]1[CH:53]=[C:52]2[C:48]([C:49](/[CH:54]=[CH:55]/[C:56]3[CH:61]=[CH:60][N+:59]([O-:2])=[CH:58][CH:57]=3)=[N:50][NH:51]2)=[CH:47][CH:46]=1. Procedure details: According to the procedure for the synthesis of 2-((E)-2-(6-((E)-(5-methoxy-2-oxoindolin-3-ylidene)methyl)-1H-indazol-3-yl)vinyl)pyridine 1-oxide (Example A88), except substituting (E)-5-methoxy-3-((3-((E)-2-(pyridin-4-yl)vinyl)-1H-indazol-6-yl)methyl-ene)indolin-2-one (8.1 mg, 0.021 mmol), the title compound was prepared as an orange solid (1.3 mg, 15%.). 1H NMR (400 MHz, DMSO-d6) δ 13.55 (br. s, 1H), 10.45 (s, 1H), 8.35 (d, J=8.6 Hz, 1H), 8.20 (d, J=6.8 Hz, 2H), 7.93 (s, 1H), 7.79-7.72 (m, 4H)... Reactants: Cl.C1(=CC=C(C=C1)NN)C (p-tolylhydrazine hydrochloride), C(C)#N (acetonitrile), CC(C)(CC)[O-].[K+] (potassium 2-methylbutan-2-olate), C1(=CC=CC=C1)C (toluene), Cl (hydrochloric acid), CC1(CCOCC1)C(=O)OC (methyl 4-methyltetrahydro-2H-pyran-4-carboxylate). Solvent: CCO (EtOH), C1CCOC1 (THF). Product: CC1(CCOCC1)C1=NN(C(=C1)N)C1=CC=C(C=C1)C (3-(4-Methyltetrahydro-2H-pyran-4-yl)-1-(p-tolyl)-1H-pyrazol-5-amine), Intermediate 21. RXN SMILES: [C:1](#[N:3])[CH3:2].CC([O-])(CC)C.[K+].C1(C)C=CC=CC=1.[CH3:18][C:19]1([C:25](OC)=O)[CH2:24][CH2:23][O:22][CH2:21][CH2:20]1.Cl.[C:30]1([CH3:38])[CH:35]=[CH:34][C:33]([NH:36][NH2:37])=[CH:32][CH:31]=1.Cl>C1COCC1.CCO>[CH3:18][C:19]1([C:25]2[CH:2]=[C:1]([NH2:3])[N:36]([C:33]3[CH:34]=[CH:35][C:30]([CH3:38])=[CH:31][CH:32]=3)[N:37]=2)[CH2:24][CH2:23][O:22][CH2:21][CH2:20]1 |f:1.2,5.6|. Reported procedure: To a solution of acetonitrile (300 μL, 5.7 mmol) in THF (20 mL) at RT was added a solution of potassium 2-methylbutan-2-olate in toluene (1.7 M, 10.1 mL, 17.2 mmol) followed by the dropwise addition of methyl 4-methyltetrahydro-2H-pyran-4-carboxylate (1.36 g, 8.62 mmol) and the reaction mixture maintained at RT for 16 hr. The resulting mixture was concentrated in vacuo to a volume of ˜10 mL and was then diluted with EtOH (20 mL) and p-tolylhydrazine hydrochloride (911 mg, 5.74 mmol) was added. T...